Dataset: the Open Reaction Database (ORD), a public repository of structured organic reaction records. Task: describe an organic reaction: reactants, conditions, products, and yield Reactants: [Ag+2], CO, COC(=O)c1ccc(-c2ccc(OC)cc2F)cc1C, [I-], O=S(=O)([O-])[O-]. The product is COC(=O)c1ccc(-c2cc(I)c(OC)cc2F)cc1C. Reaction SMILES: [Ag+2:27].[CH3:28][OH:29].[F:1][c:2]1[c:3](-[c:10]2[cH:11][c:12]([CH3:20])[c:13]([C:16](=[O:17])[O:18][CH3:19])[cH:14][cH:15]2)[cH:4][cH:5][c:6]([O:8][CH3:9])[cH:7]1.[I-:21].[S:22]([O-:23])([O-:24])(=[O:25])=[O:26]>>[F:1][c:2]1[c:3](-[c:10]2[cH:11][c:12]([CH3:20])[c:13]([C:16](=[O:17])[O:18][CH3:19])[cH:14][cH:15]2)[cH:4][c:5]([I:21])[c:6]([O:8][CH3:9])[cH:7]1. The reactants are CC1=C(OCC(=O)O)C=CC(=C1)SCC1=NN(N=C1C)C1=CC=C(C=C1)C(F)(F)F ({2-Methyl-4-[5-methyl-2-(4-trifluoromethyl-phenyl)-2H-[1,2,3]triazol-4-ylmethylsulfanyl]-phenoxy}-acetic acid), C1=CC(=CC(=C1)Cl)C(=O)OO (MCPBA). The solvent is C(Cl)Cl (CH2Cl2). Run at time 2 hour. The product is CC1=C(OCC(=O)O)C=CC(=C1)S(=O)CC1=NN(N=C1C)C1=CC=C(C=C1)C(F)(F)F ({2-Methyl-4-[5-methyl-2-(4-trifluoromethyl-phenyl)-2H-[1,2,3]triazol-4-ylmethanesulfinyl]-phenoxy}-acetic acid). RXN SMILES: [CH3:1][C:2]1[CH:12]=[C:11]([S:13][CH2:14][C:15]2[C:19]([CH3:20])=[N:18][N:17]([C:21]3[CH:26]=[CH:25][C:24]([C:27]([F:30])([F:29])[F:28])=[CH:23][CH:22]=3)[N:16]=2)[CH:10]=[CH:9][C:3]=1[O:4][CH2:5][C:6]([OH:8])=[O:7].C1C=C(Cl)C=C(C(OO)=[O:39])C=1>C(Cl)Cl>[CH3:1][C:2]1[CH:12]=[C:11]([S:13]([CH2:14][C:15]2[C:19]([CH3:20])=[N:18][N:17]([C:21]3[CH:22]=[CH:23][C:24]([C:27]([F:29])([F:30])[F:28])=[CH:25][CH:26]=3)[N:16]=2)=[O:39])[CH:10]=[CH:9][C:3]=1[O:4][CH2:5][C:6]([OH:8])=[O:7]. Reported procedure: To a solution of Compound 100 (1 eq) in CH2Cl2 was added MCPBA (1.2 eg) at room temperature, the resulting mixture was stirred for 2 hrs, evaporated and chromatography on silica gel to give desired compound as a white solid. 1H NMR (400 MHz, DMSO) δ 8.01 (2H, d, J=8.4 Hz), 7.88(2H, d, J=8.4 Hz), 7.34˜7.28 (2H, m), 6.97 (1H, d, J=9.2 Hz), 4.77(2H, s), 4.42 (1H, d, J=13.6 Hz), 4.27 (1H, d, J=13.6 Hz), 2.14 (3H, s), 2.09 (3H, s). Starting materials: C(C)(C)(C)OC(=O)N1CCN(CC1)C1(C(NC2=CC(=CC=C12)Cl)=O)CC1=CC(=CC=C1)Cl (rac-4-[6-chloro-3-(3-chloro-benzyl)-2-oxo-2,3-dihydro-1H-indol-3-yl]-piperazine-1-carboxylic acid tert-butyl ester). Run in FC(C(=O)O)(F)F (trifluoroacetic acid). Run at time 0.5 hour. Yields the product ClC1=CC=C2C(C(NC2=C1)=O)(N1CCNCC1)CC1=CC(=CC=C1)Cl (rac-6-chloro-3-(3-chloro-benzyl)-3-piperazin-1-yl-1,3-dihydro-indol-2-one). The yield is 84.4%. RXN SMILES: C(OC([N:8]1[CH2:13][CH2:12][N:11]([C:14]2([CH2:25][C:26]3[CH:31]=[CH:30][CH:29]=[C:28]([Cl:32])[CH:27]=3)[C:22]3[C:17](=[CH:18][C:19]([Cl:23])=[CH:20][CH:21]=3)[NH:16][C:15]2=[O:24])[CH2:10][CH2:9]1)=O)(C)(C)C>FC(F)(F)C(O)=O>[Cl:23][C:19]1[CH:18]=[C:17]2[C:22]([C:14]([CH2:25][C:26]3[CH:31]=[CH:30][CH:29]=[C:28]([Cl:32])[CH:27]=3)([N:11]3[CH2:12][CH2:13][NH:8][CH2:9][CH2:10]3)[C:15](=[O:24])[NH:16]2)=[CH:21][CH:20]=1. Procedure details: The mixture of rac-4-[6-chloro-3-(3-chloro-benzyl)-2-oxo-2,3-dihydro-1H-indol-3-yl]-piperazine-1-carboxylic acid tert-butyl ester (900 mg, 1.89 mmol) in trifluoroacetic acid (10 mL) was stirred at room temperature for 0.5 h. Then the solution was concentrated and extracted with dichloromethane. The organic layer was dried over Na2SO4, filtered and concentrated to give 0.6 g of rac-6-chloro-3-(3-chloro-benzyl)-3-piperazin-1-yl-1,3-dihydro-indol-2-one as a yellow solid. MS m/z 376 (M+H)+.